This data is from the Open Reaction Database (ORD), a public repository of structured organic reaction records. The task is: describe an organic reaction: reactants, conditions, products, and yield Reactants: CC(C)(C)OC(=O)N1CCCC(O)C1, CI, [H-], [Na+], CN(C)C=O. The product is COC1CCCN(C(=O)OC(C)(C)C)C1. As a reaction SMILES: [C:1]([CH3:2])([CH3:3])([CH3:4])[O:5][C:6](=[O:7])[N:8]1[CH2:9][CH:10]([OH:14])[CH2:11][CH2:12][CH2:13]1.[CH3:17][I:18].[H-:16].[Na+:15].[O:19]=[CH:20][N:21]([CH3:22])[CH3:23]>>[C:1]([CH3:2])([CH3:3])([CH3:4])[O:5][C:6](=[O:7])[N:8]1[CH2:9][CH:10]([O:14][CH3:17])[CH2:11][CH2:12][CH2:13]1. The reactants are CCCN1CC(O)C1, c1c(cc2c(c1)C(=C([C@H](O2)c1ccc(cc1)I)c1ccc(cc1)OC)C)OC. Reagents/catalysts: c1ccc(cc1)-c2c3ccccc3cc4ccccc24 (9-Phenylanthracene), CCC(C)(C)[O-].[K+]Â Â  (KOPnt), c1(ccccn1)N (2-aminopyridine), [Cu]I (CuI). Run in CC(=O)N(C)C (DMAc). Reaction conditions: temperature 100 celsius, time 18 hour. Yields the product CCCN1CC(C1)Oc2ccc(cc2)C3Oc4cc(OC)ccc4C(=C3c5ccc(OC)cc5)C. Reaction SMILES: [CH3:1][O:2][c:3]1[cH:8][cH:7][c:6]([C:9]([CH:21]([c:22]2[cH:27][cH:26][c:25](I)[cH:24][cH:23]2)[O:20][c:19]([c:12]34)[cH:18][c:15]([O:16][CH3:17])[cH:14][cH:13]3)=[C:10]4[CH3:11])[cH:5][cH:4]1.[CH3:28][CH2:29][CH2:30][N:31]1[CH2:35][CH:33]([OH:34])[CH2:32]1>>[CH3:28][CH2:29][CH2:30][N:31]1[CH2:35][CH:33]([O:34][c:25]2[cH:26][cH:27][c:22]([CH:21]3[C:9]([c:6]4[cH:7][cH:8][c:3]([O:2][CH3:1])[cH:4][cH:5]4)=[C:10]([CH3:11])[c:12]([c:19]5[O:20]3)[cH:13][cH:14][c:15]([O:16][CH3:17])[cH:18]5)[cH:23][cH:24]2)[CH2:32]1. Starting materials: ClC(c1ccccc1)(c1ccccc1)c1ccccc1, O, O=C1CCC(CO)O1, c1ccncc1. Yields the product O=C1CCC(COC(c2ccccc2)(c2ccccc2)c2ccccc2)O1. As a reaction SMILES: [C:9]([c:10]1[cH:11][cH:12][cH:13][cH:14][cH:15]1)([c:16]1[cH:17][cH:18][cH:19][cH:20][cH:21]1)([c:22]1[cH:23][cH:24][cH:25][cH:26][cH:27]1)[Cl:28].[OH2:29].[OH:1][CH2:2][CH:3]1[CH2:4][CH2:5][C:6](=[O:8])[O:7]1.[cH:30]1[cH:31][cH:32][n:33][cH:34][cH:35]1>>[O:1]([CH2:2][CH:3]1[CH2:4][CH2:5][C:6](=[O:8])[O:7]1)[C:9]([c:10]1[cH:11][cH:12][cH:13][cH:14][cH:15]1)([c:16]1[cH:17][cH:18][cH:19][cH:20][cH:21]1)[c:22]1[cH:23][cH:24][cH:25][cH:26][cH:27]1. Reactants: N1C=C(C=2C1=NC=CC2)C21CN(CC1C2)C(=O)OC(C)(C)C (tert-butyl 1-(1H-pyrrolo[2,3-b]pyridin-3-yl)-3-azabicyclo[3.1.0]hexane-3-carboxylate), solution, Cl (HCl). Solvent: O1CCOCC1 (dioxan), O1CCOCC1 (dioxan). Run at time 12 hour. The product is Cl.C12(CNCC2C1)C1=CNC2=NC=CC=C21 (3-(3-azabicyclo[3.1.0]hex-1-yl)-1H-pyrrolo[2,3-b]pyridine hydrochloride). Reaction SMILES: [NH:1]1[C:5]2=[N:6][CH:7]=[CH:8][CH:9]=[C:4]2[C:3]([C:10]23[CH2:15][CH:14]2[CH2:13][N:12](C(OC(C)(C)C)=O)[CH2:11]3)=[CH:2]1.[ClH:23]>O1CCOCC1>[ClH:23].[C:10]12([C:3]3[C:4]4[C:5](=[N:6][CH:7]=[CH:8][CH:9]=4)[NH:1][CH:2]=3)[CH2:15][CH:14]1[CH2:13][NH:12][CH2:11]2 |f:3.4|. Reported procedure: To tert-butyl 1-(1H-pyrrolo[2,3-b]pyridin-3-yl)-3-azabicyclo[3.1.0]hexane-3-carboxylate (100 mg, 0.3 mmol) in dioxan (3 ml) was added 1 mL of a 4M solution of HCl in dioxan. The reaction mixture was stirred at RT for 12 h and concentrated to dryness to afford the title compound as a buff colored solid (60 mg), which was used immediately in the following step.